Dataset: the Open Reaction Database (ORD), a public repository of structured organic reaction records. Task: describe an organic reaction: reactants, conditions, products, and yield Reactants: C1COCCO1, CC(C)(C)OC(=O)N1CCc2ccc(Oc3ccnc(NC(=O)C4CC4)c3)cc2C1, Cl. Product: O=C(Nc1cc(Oc2ccc3c(c2)CNCC3)ccn1)C1CC1. As a reaction SMILES: [CH2:32]1[O:33][CH2:34][CH2:35][O:36][CH2:37]1.[CH:1]1([C:4](=[O:5])[NH:6][c:7]2[n:8][cH:9][cH:10][c:11]([O:13][c:14]3[cH:15][cH:16][c:17]4[c:22]([cH:23]3)[CH2:21][N:20]([C:24]([O:25][C:26]([CH3:27])([CH3:28])[CH3:29])=[O:30])[CH2:19][CH2:18]4)[cH:12]2)[CH2:2][CH2:3]1.[ClH:31]>>[CH:1]1([C:4](=[O:5])[NH:6][c:7]2[n:8][cH:9][cH:10][c:11]([O:13][c:14]3[cH:15][cH:16][c:17]4[c:22]([cH:23]3)[CH2:21][NH:20][CH2:19][CH2:18]4)[cH:12]2)[CH2:2][CH2:3]1.